From a dataset of the Open Reaction Database (ORD), a public repository of structured organic reaction records. describe an organic reaction: reactants, conditions, products, and yield Reactants: C(=O)O (Formic acid), N1C=C(C2=CC=CC=C12)CC(CNC(CCC1=C(C=CC=C1)OC)=O)NC(C1=CC=CC=C1)(C1=CC=CC=C1)C1=CC=CC=C1 (3-(1H-indol-3-yl)-1-[N-(2-methoxybenzyl)acetylamino]-2-(N-triphenylmethylamino)propane). The solvent is C(Cl)Cl (methylene chloride). Conditions: time 4 hour. Product: NC(CNC(CCC1=C(C=CC=C1)OC)=O)CC1=CNC2=CC=CC=C12 (2-amino-3-(1H-indol-3-yl)-1-[N-(2-methoxybenzyl)acetylamino]propane). Yield: 90.0%. As a reaction SMILES: C(O)=O.[NH:4]1[C:12]2[C:7](=[CH:8][CH:9]=[CH:10][CH:11]=2)[C:6]([CH2:13][CH:14]([NH:29]C(C2C=CC=CC=2)(C2C=CC=CC=2)C2C=CC=CC=2)[CH2:15][NH:16][C:17](=[O:28])[CH2:18][CH2:19][C:20]2[CH:25]=[CH:24][CH:23]=[CH:22][C:21]=2[O:26][CH3:27])=[CH:5]1>C(Cl)Cl>[NH2:29][CH:14]([CH2:13][C:6]1[C:7]2[C:12](=[CH:11][CH:10]=[CH:9][CH:8]=2)[NH:4][CH:5]=1)[CH2:15][NH:16][C:17](=[O:28])[CH2:18][CH2:19][C:20]1[CH:25]=[CH:24][CH:23]=[CH:22][C:21]=1[O:26][CH3:27]. Reported procedure: Formic acid (9.0 ml, 238.540 mmoles) was added to a stirring solution of 3-(1H-indol-3-yl)-1-[N-(2-methoxybenzyl)acetylamino]-2-(N-triphenylmethylamino)propane (14.11 g, 23.763 mmoles) in anhydrous methylene chloride under a nitrogen atmosphere at 0° C. After 4 hours, the reaction mixture was concentrated to an oil on a rotary evaporator and redissolved in diethyl ether and 1.0 N hydrochloric acid. The aqueous layer was washed twice with diethyl ether and basified with sodium hydroxide to a pH g...